Dataset: the Open Reaction Database (ORD), a public repository of structured organic reaction records. Task: describe an organic reaction: reactants, conditions, products, and yield Reactants: [B](c1ccc(c(C=O)c1F)[Cl])(O)O, CC1=CN=C(C=C1)N, [C-]#[N+]C1CCCCC1. Reagents/catalysts: O=C(O)C(F)(F)F (trifluoroacetic acid). Solvent: CC(C)O (isopropyl alcohol), CC(C)O (isopropylalcohol). Conditions: temperature 22 celsius, time 20 hour. Yields the product [B](c1ccc(c(c1F)c1c(NC2CCCCC2)n2cc(C)ccc2n1)[Cl])(O)O. Isolated yield 100.0%. As a reaction SMILES: CC1=CC=C(N)N=C1.[C-]#[N+]C1CCCCC1.OB(O)C1=CC=C(Cl)C(C=O)=C1F>>CC1=CN2C(C=C1)=NC(=C2NC1CCCCC1)C1=C(F)C(=CC=C1Cl)B(O)O. RXN SMILES: [CH3:47][C:48]#[N:49].[CH:10]([N:11]([CH2:12][CH3:13])[CH:14]([CH3:15])[CH3:16])([CH3:17])[CH3:18].[CH:19]1([c:25]2[cH:26][cH:27][c:28]([O:45][CH3:46])[c:29](-[c:31]3[n:32][c:33]([NH:36][C:37](=[O:38])[CH:39]4[CH2:40][CH2:41][NH:42][CH2:43][CH2:44]4)[s:34][cH:35]3)[cH:30]2)[CH2:20][CH2:21][CH2:22][CH2:23][CH2:24]1.[n:1]1[c:2]([C:7](=[O:8])[OH:9])[cH:3][n:4][cH:5][cH:6]1>>[n:1]1[c:2]([C:7](=[O:9])[N:42]2[CH2:41][CH2:40][CH:39]([C:37]([NH:36][c:33]3[n:32][c:31](-[c:29]4[c:28]([O:45][CH3:46])[cH:27][cH:26][c:25]([CH:19]5[CH2:20][CH2:21][CH2:22][CH2:23][CH2:24]5)[cH:30]4)[cH:35][s:34]3)=[O:38])[CH2:44][CH2:43]2)[cH:3][n:4][cH:5][cH:6]1. The reactants are CC#N, CCN(C(C)C)C(C)C, COc1ccc(C2CCCCC2)cc1-c1csc(NC(=O)C2CCNCC2)n1, O=C(O)c1cnccn1. Yields the product COc1ccc(C2CCCCC2)cc1-c1csc(NC(=O)C2CCN(C(=O)c3cnccn3)CC2)n1. Reactants: ClC=1C=C(C(=O)C2CCNCC2)C=CC1Cl (4-(3,4-dichlorobenzoyl)piperidine), C(=O)(OC(C)(C)C)N[C@@H](C(C)C)C=O (N-BOC-Valinal), C(C)(=O)O[BH-](OC(C)=O)OC(C)=O.[Na+] (sodium triacetoxyborohydride). The solvent is ClCCl (dichloromethane). Reaction conditions: time 1 day. The product is NC(CN1CCC(CC1)C(=O)C1=CC(=C(C=C1)Cl)Cl)C(C)C ([1-(2-amino-3-methylbutyl)piperidin-4-yl]-(3,4-dichlorophenyl)methanone). Yield: 86.3%. RXN SMILES: [Cl:1][C:2]1[CH:3]=[C:4]([CH:13]=[CH:14][C:15]=1[Cl:16])[C:5]([CH:7]1[CH2:12][CH2:11][NH:10][CH2:9][CH2:8]1)=[O:6].C([NH:24][C@H:25]([CH:29]=O)[CH:26]([CH3:28])[CH3:27])(OC(C)(C)C)=O.C(O[BH-](OC(=O)C)OC(=O)C)(=O)C.[Na+]>ClCCl>[NH2:24][CH:25]([CH:26]([CH3:28])[CH3:27])[CH2:29][N:10]1[CH2:9][CH2:8][CH:7]([C:5]([C:4]2[CH:13]=[CH:14][C:15]([Cl:16])=[C:2]([Cl:1])[CH:3]=2)=[O:6])[CH2:12][CH2:11]1 |f:2.3|. Procedure: A mixture of 4-(3,4-dichlorobenzoyl)piperidine (1.28 g, 4.96 mmol) (see., Boswell et. al., J. Med. Chem., 21, 136, (1977)) and DL-N-BOC-Valinal (1.33 g, 6.6 mmol) (see., Stanfield et. al., J. Org. Chem., 46(23), 4797, (1981)) in dichloromethane (150 mL) was treated with sodium triacetoxyborohydride (1.36 g, 6.4 mmol). The reaction mixture was stirred under nitrogen for 1 day, then directly purified by filtration through a pad of silica gel by elution with hexanes and ethyl acetate. The organics ... Starting materials: CO, CCOC(=O)C(=NOC)C1(CBr)OCCO1, [Na+], [OH-], O, O=S(=O)(O)O. The product is CON=C(C(=O)O)C1(CBr)OCCO1. As a reaction SMILES: [CH3:25][OH:26].[CH3:3][O:4][N:5]=[C:6]([C:7](=[O:8])[O:9][CH2:10][CH3:11])[C:12]1([CH2:13][Br:14])[O:15][CH2:16][CH2:17][O:18]1.[Na+:2].[OH-:1].[OH2:24].[S:19](=[O:20])(=[O:21])([OH:22])[OH:23]>>[CH3:3][O:4][N:5]=[C:6]([C:7](=[O:8])[OH:9])[C:12]1([CH2:13][Br:14])[O:15][CH2:16][CH2:17][O:18]1.